From a dataset of the Open Reaction Database (ORD), a public repository of structured organic reaction records. describe an organic reaction: reactants, conditions, products, and yield Reactants: CC(C)(C)OC(=O)N1CCN(c2ncc(Br)cc2C(F)(F)F)CC1, CC(C)(C)[O-], Cc1ccccc1, O=C(C=Cc1ccccc1)C=Cc1ccccc1, ClC(Cl)Cl, O=C(C=Cc1ccccc1)C=Cc1ccccc1, O=C(C=Cc1ccccc1)C=Cc1ccccc1, CN(C)CCN, [Na+], [Pd], [Pd], CC(C)(C)P(c1ccccc1-c1ccccc1)C(C)(C)C. The product is CN(C)CCNc1cnc(N2CCN(C(=O)OC(C)(C)C)CC2)c(C(F)(F)F)c1. RXN SMILES: [C:1]([CH3:2])([CH3:3])([CH3:4])[O:5][C:6](=[O:7])[N:8]1[CH2:9][CH2:10][N:11]([c:14]2[n:15][cH:16][c:17]([Br:24])[cH:18][c:19]2[C:20]([F:21])([F:22])[F:23])[CH2:12][CH2:13]1.[CH3:52][C:53]([CH3:54])([O-:55])[CH3:56].[CH3:58][c:59]1[cH:60][cH:61][cH:62][cH:63][cH:64]1.[CH:107](=[CH:108][C:109]([CH:110]=[CH:111][c:112]1[cH:113][cH:114][cH:115][cH:116][cH:117]1)=[O:118])[c:119]1[cH:120][cH:121][cH:122][cH:123][cH:124]1.[CH:65]([Cl:66])([Cl:67])[Cl:68].[CH:71](=[CH:72][C:73]([CH:74]=[CH:75][c:76]1[cH:77][cH:78][cH:79][cH:80][cH:81]1)=[O:82])[c:83]1[cH:84][cH:85][cH:86][cH:87][cH:88]1.[CH:89](=[CH:90][C:91]([CH:92]=[CH:93][c:94]1[cH:95][cH:96][cH:97][cH:98][cH:99]1)=[O:100])[c:101]1[cH:102][cH:103][cH:104][cH:105][cH:106]1.[NH2:25][CH2:26][CH2:27][N:28]([CH3:29])[CH3:30].[Na+:57].[Pd:69].[Pd:70].[c:31]1(-[c:32]2[cH:33][cH:34][cH:35][cH:36][cH:37]2)[cH:38][cH:39][cH:40][cH:41][c:42]1[P:43]([C:44]([CH3:45])([CH3:46])[CH3:47])[C:48]([CH3:49])([CH3:50])[CH3:51]>>[C:1]([CH3:2])([CH3:3])([CH3:4])[O:5][C:6](=[O:7])[N:8]1[CH2:9][CH2:10][N:11]([c:14]2[n:15][cH:16][c:17]([NH:25][CH2:26][CH2:27][N:28]([CH3:29])[CH3:30])[cH:18][c:19]2[C:20]([F:21])([F:22])[F:23])[CH2:12][CH2:13]1. Starting materials: C1=CC(=CC=C1O)Br (p-bromophenol), III, VII, VII, [H-].[Na+] (sodium hydride), polymer III. The solvent is O1CCOCC1 (dioxane), O1CCOCC1 (dioxane), O1CCOCC1 (dioxane), O1CCOCC1 (dioxane), O1CCOCC1 (dioxane). Run at temperature 25 celsius, time 4 hour. Yields the product BrC1=CC=C([O-])C=C1.[Na+] (sodium p-bromophenoxide). As a reaction SMILES: [CH:1]1[C:6]([OH:7])=[CH:5][CH:4]=[C:3]([Br:8])[CH:2]=1.[H-].[Na+:10]>O1CCOCC1>[Br:8][C:3]1[CH:4]=[CH:5][C:6]([O-:7])=[CH:1][CH:2]=1.[Na+:10] |f:1.2,4.5|. Procedure: The general experimental procedure for the synthesis of polymers of types III and type VII was as follows: Sodium p-bromophenoxide was prepared by adding a solution of p-bromophenol in dioxane (100 mL of dioxane was usually employed) to a stirred suspension of a molar excess of sodium hydride and dioxane (100 mL). After 4 hours, the reaction mixture was heated to reflux and filtered. The filtrate was added to a stirred solution of poly(dichlorophosphazene) in dioxane (150 mL). The reaction mixtu... Solvent: CCOCC (ether). Conditions: temperature 45 celsius, time 1 hour. Reported procedure: To a solution of 10-methoxyharmalan in anhydrous ether is added phenyl isocyanate. The mixture is stirred for 1 h 30 and then heated at 45° C. for 30 min. The 1-methylene-2-(N-plienyl)carbamoyl-6-methoxy-1,2,3,4-tetrahydro-β-carboline is recovered by filtration and then washed with ether. Reaction SMILES: [CH3:1][C:2]1[NH:16][CH2:15][CH2:14][C:4]2=[C:5]3[C:10](=[N:11][C:3]=12)[CH:9]=[CH:8][C:7]([O:12][CH3:13])=[CH:6]3.[C:17]1([N:23]=[C:24]=[O:25])[CH:22]=[CH:21][CH:20]=[CH:19][CH:18]=1>CCOCC>[CH2:1]=[C:2]1[C:3]2[NH:11][C:10]3[C:5](=[CH:6][C:7]([O:12][CH3:13])=[CH:8][CH:9]=3)[C:4]=2[CH2:14][CH2:15][N:16]1[C:24](=[O:25])[NH:23][C:17]1[CH:22]=[CH:21][CH:20]=[CH:19][CH:18]=1. Product: C=C1N(CCC=2C3=CC(=CC=C3NC12)OC)C(NC1=CC=CC=C1)=O (1-Methylene-2-(N-phenyl)carbamoyl-6-methoxy-1,2,3,4-tetrahydro-β-carboline). The reactants are CC1=C2C(=C3C=C(C=CC3=N2)OC)CCN1 (10-methoxyharmalan), C1(=CC=CC=C1)N=C=O (phenyl isocyanate). Starting materials: C(C)(=O)OC(C)=O (acetic acid anhydride), NC1=CC=C(C=C1)CCN(C)CCCOC1=NSC(=N1)C1=CC=CC=C1 (3-{3-[N-(2-(4-aminophenyl)-ethyl)-N -methylamino]-propyloxy}-5-phenyl-1,2,4-thiadiazole), C([O-])([O-])=O.[Na+].[Na+] (sodium carbonate). Reaction SMILES: [NH2:1][C:2]1[CH:7]=[CH:6][C:5]([CH2:8][CH2:9][N:10]([CH2:12][CH2:13][CH2:14][O:15][C:16]2[N:20]=[C:19]([C:21]3[CH:26]=[CH:25][CH:24]=[CH:23][CH:22]=3)[S:18][N:17]=2)[CH3:11])=[CH:4][CH:3]=1.[C:27](OC(=O)C)(=[O:29])[CH3:28].C(=O)([O-])[O-].[Na+].[Na+]>N1C=CC=CC=1>[NH:1]([C:2]1[CH:3]=[CH:4][C:5]([CH2:8][CH2:9][N:10]([CH2:12][CH2:13][CH2:14][O:15][C:16]2[N:20]=[C:19]([C:21]3[CH:26]=[CH:25][CH:24]=[CH:23][CH:22]=3)[S:18][N:17]=2)[CH3:11])=[CH:6][CH:7]=1)[C:27]([CH3:28])=[O:29] |f:2.3.4|. Procedure details: 300 mg of 3-{3-[N-(2-(4-aminophenyl)-ethyl)-N -methylamino]-propyloxy}-5-phenyl-1,2,4-thiadiazole (for preparation, see Example 62) were dissolved in 4 ml pyridine. 1 ml of acetic acid anhydride was added to the solution and the reaction mixture was stirred for 2 hours at room temperature. For workup, it was poured over ice and the mixture made alkaline by adding sodium carbonate solution. Then extraction was performed with ethyl acetate, the organic phase was separated, and concentrated to dryn... Yields the product N(C(=O)C)C1=CC=C(C=C1)CCN(C)CCCOC1=NSC(=N1)C1=CC=CC=C1 (3- {3-[N-(2-(4-Acetaminophenyl)-ethyl)-N-methylamino]-propyloxy}-5-phenyl-1,2,4-thiadiazole). The solvent is N1=CC=CC=C1 (pyridine). Conditions: time 2 hour. Reactants: C(C)(C)(C)OC(N[C@@H]([C@H](CO[Si](C)(C)C(C)(C)C)O)C1=CC=CC=C1)=O (tert-butyl[(1R,2R)-3-{[tert-butyl(dimethyl)silyl]oxy}-2-hydroxy-1-phenylpropyl]carbamate), C1(=CC=CC=C1)P(C1=CC=CC=C1)C1=CC=CC=C1 (triphenylphosphine), [N+](=O)([O-])C1=CC=C(C(=O)O)C=C1 (4-nitrobenzoic acid), N(=NC(=O)OC(C)C)C(=O)OC(C)C.C1(=CC=CC=C1)C (diisopropyl azodicarboxylate toluene). The solvent is C(C)(=O)OCC (ethyl acetate), O (water), C1CCOC1 (THF). Conditions: time 5 hour. Yields the product [N+](=O)([O-])C1=CC=C(C(=O)O[C@H](CO[Si](C(C)(C)C)(C)C)[C@H](NC(OC(C)(C)C)=O)C2=CC=CC=C2)C=C1 ((6S,7R)-2,2,3,3,11,11-hexamethyl-9-oxo-7-phenyl-4,10-dioxa-8-aza-3-siladodecan-6-yl 4-nitrobenzoate). Isolated yield 65.5%. As a reaction SMILES: [C:1]([O:5][C:6](=[O:26])[NH:7][C@H:8]([C:20]1[CH:25]=[CH:24][CH:23]=[CH:22][CH:21]=1)[C@@H:9]([OH:19])[CH2:10][O:11][Si:12]([C:15]([CH3:18])([CH3:17])[CH3:16])([CH3:14])[CH3:13])([CH3:4])([CH3:3])[CH3:2].C1(P(C2C=CC=CC=2)C2C=CC=CC=2)C=CC=CC=1.[N+:46]([C:49]1[CH:57]=[CH:56][C:52]([C:53](O)=[O:54])=[CH:51][CH:50]=1)([O-:48])=[O:47].N(C(OC(C)C)=O)=NC(OC(C)C)=O.C1(C)C=CC=CC=1>C1COCC1.C(OCC)(=O)C.O>[N+:46]([C:49]1[CH:50]=[CH:51][C:52]([C:53]([O:19][C@@H:9]([C@@H:8]([C:20]2[CH:21]=[CH:22][CH:23]=[CH:24][CH:25]=2)[NH:7][C:6](=[O:26])[O:5][C:1]([CH3:2])([CH3:3])[CH3:4])[CH2:10][O:11][Si:12]([CH3:13])([CH3:14])[C:15]([CH3:16])([CH3:17])[CH3:18])=[O:54])=[CH:56][CH:57]=1)([O-:48])=[O:47] |f:3.4|. Reported procedure: To a solution of 700 mg of tert-butyl[(1R,2R)-3-{[tert-butyl(dimethyl)silyl]oxy}-2-hydroxy-1-phenylpropyl]carbamate in 35 ml of THF was added 1.2 g of triphenylphosphine, 766 mg of 4-nitrobenzoic acid, and 2.4 ml of a 1.9 M diisopropyl azodicarboxylate/toluene solution under ice-cooling, followed by stirring at room temperature for 5 hours. To the reaction mixture were added water and ethyl acetate to carry out a layer separation operation. The organic layer was washed with saturated brine and d... Starting materials: COC(=O)C1=C(C=CC=C1)NC(=O)[C@@H]1C[C@H]1C1=CC2=CC=CC=C2C=C1 (trans-3-(naphth-2-yl)-cyclopropanecarboxylic acid-N-(2-methoxycarbonyl-phenyl)-amide), [OH-].[Na+] (sodium hydroxide). Run in CO (methanol). The product is C(=O)(O)C1=C(C=CC=C1)NC(=O)[C@@H]1C[C@H]1C1=CC2=CC=CC=C2C=C1 (Trans-3-(naphth-2-yl)-cyclopropanecarboxylic acid-N-(2-carboxy-phenyl)-amide). As a reaction SMILES: C[O:2][C:3]([C:5]1[CH:10]=[CH:9][CH:8]=[CH:7][C:6]=1[NH:11][C:12]([C@H:14]1[C@H:16]([C:17]2[CH:26]=[CH:25][C:24]3[C:19](=[CH:20][CH:21]=[CH:22][CH:23]=3)[CH:18]=2)[CH2:15]1)=[O:13])=[O:4].[OH-].[Na+]>CO>[C:3]([C:5]1[CH:10]=[CH:9][CH:8]=[CH:7][C:6]=1[NH:11][C:12]([C@H:14]1[C@H:16]([C:17]2[CH:26]=[CH:25][C:24]3[C:19](=[CH:20][CH:21]=[CH:22][CH:23]=3)[CH:18]=2)[CH2:15]1)=[O:13])([OH:4])=[O:2] |f:1.2|. Procedure details: Prepared analogously to Example 2 from trans-3-(naphth-2-yl)-cyclopropanecarboxylic acid-N-(2-methoxycarbonyl-phenyl)-amide and sodium hydroxide solution in methanol.